Dataset: the Open Reaction Database (ORD), a public repository of structured organic reaction records. Task: describe an organic reaction: reactants, conditions, products, and yield Starting materials: C1(=CC=C(C=C1)CN)CN (para-xylylenediamine), NCC1(CCCCC1)CN (bis (aminomethyl) cyclohexane). Conditions: time 5 hour. The product is diamines, C(C1=CC=C(C#N)C=C1)#N (terephthalonitrile). RXN SMILES: [C:1]1([CH2:9][NH2:10])[CH:6]=[CH:5][C:4]([CH2:7][NH2:8])=[CH:3][CH:2]=1.NCC1(CN)CCCCC1>>[C:9](#[N:10])[C:1]1[CH:6]=[CH:5][C:4]([C:7]#[N:8])=[CH:3][CH:2]=1. Procedure: 5.1 g of terephthalonitrile, 1.0 g of catalyst (Ni 5136P from Harshaw/Filtrol--contains 65% nickel on a silica-alumina support), and about 85 g of ethanol/ammonia (contains about 10 wt % ammonia) were charged to a 300 cc stainless steel pressure reactor. After a nitrogen purge, the vessel was charged to a pressure of 500 to 1000 psi with hydrogen. The temperature was then increased until the reaction temperature of 150° C. had been obtained (typically 20-30 min). After the desired reaction inter...